This data is from the Open Reaction Database (ORD), a public repository of structured organic reaction records. The task is: describe an organic reaction: reactants, conditions, products, and yield The reactants are [OH-].[Na+] (sodium hydroxide), NC1=NN(C=C1C(=O)OCC)C1=NC=CC=N1 (ethyl 3-amino-1-pyrimidin-2-yl-1H-pyrazole-4-carboxylate), O (water). Solvent: CCO (EtOH). Conditions: temperature 50 celsius. The product is NC1=NN(C=C1C(=O)O)C1=NC=CC=N1 (3-Amino-1-pyrimidin-2-yl-1H-pyrazole-4-carboxylic acid). As a reaction SMILES: [OH-].[Na+].[NH2:3][C:4]1[C:8]([C:9]([O:11]CC)=[O:10])=[CH:7][N:6]([C:14]2[N:19]=[CH:18][CH:17]=[CH:16][N:15]=2)[N:5]=1.O>CCO>[NH2:3][C:4]1[C:8]([C:9]([OH:11])=[O:10])=[CH:7][N:6]([C:14]2[N:19]=[CH:18][CH:17]=[CH:16][N:15]=2)[N:5]=1 |f:0.1|. Procedure: A 1 N aqueous sodium hydroxide solution (3.0 mL) is added to a suspension of ethyl 3-amino-1-pyrimidin-2-yl-1H-pyrazole-4-carboxylate (500 mg, 2.14 mmol) in 6.0 mL of EtOH. The reaction mixture is heated to 50° C. for 16 h. After cooling to RT, water is added, and the mixture is extracted with EtOAc (3×20 mL). The aqueous layer is cooled to 0° C. and acidified to pH=2 with conc. HCl. The precipitated solid is collected by vacuum filtration and dried in vacuo to give the title compound as an off-... The reactants are C1(CCCCC1)N=C=NC1CCCCC1 (N,N'-dicyclohexylcarbodiimide), CN1N=CC=C1O (1-methyl-5-hydroxypyrazole), Cl (hydrochloric acid), ClC1=C(C(=O)O)C=CC(=C1)S(=O)(=O)C (2-chloro-4-methanesulfonyl benzoic acid), C([O-])([O-])=O.[K+].[K+] (potassium carbonate). The solvent is C(C)(C)(C)O (tert.-butanol), C(Cl)(Cl)Cl (chloroform). Product: ClC1=C(C(=O)C=2C=NN(C2O)C)C=CC(=C1)S(=O)(=O)C (4-(2-chloro-4-methanesulfonylbenzoyl)-1-methyl-5-hydroxypyrazole). Isolated yield 53.0%. RXN SMILES: [Cl:1][C:2]1[CH:10]=[C:9]([S:11]([CH3:14])(=[O:13])=[O:12])[CH:8]=[CH:7][C:3]=1[C:4]([OH:6])=O.C1(N=C=NC2CCCCC2)CCCCC1.C(=O)([O-])[O-].[K+].[K+].[CH3:36][N:37]1[C:41]([OH:42])=[CH:40][CH:39]=[N:38]1.Cl>C(Cl)(Cl)Cl.C(O)(C)(C)C>[Cl:1][C:2]1[CH:10]=[C:9]([S:11]([CH3:14])(=[O:13])=[O:12])[CH:8]=[CH:7][C:3]=1[C:4]([C:40]1[CH:39]=[N:38][N:37]([CH3:36])[C:41]=1[OH:42])=[O:6] |f:2.3.4|. Procedure details: 2-chloro-4-methanesulfonyl benzoic acid 3.87 g (0.0165 mol) was added to 40 ml of tert.-butanol, and then were added thereto 3.47 g (0.0168 mol) of N,N'-dicyclohexylcarbodiimide and 1.21 g (0.088 mol) of anhydrous potassium carbonate. The resulting mixture was incorporated with 1.65 g (0.0168 mol) of 1-methyl-5-hydroxypyrazole with stirring at room temperature and heated at 60° C. to effect reaction for 5 hours. After completion of the reaction, solvent was distilled away from the reaction mixtu...